Dataset: the Open Reaction Database (ORD), a public repository of structured organic reaction records. Task: describe an organic reaction: reactants, conditions, products, and yield The reactants are [Al+3], O=C([O-])O, CCNCC, [Cl-], [Cl-], [Cl-], ClCCl, [Na+], O=C(OCc1ccccc1)C1CC(O)C1. Yields the product CCN(CC)C(=O)C1CC(O)C1. As a reaction SMILES: [Al+3:4].[C:25](=[O:26])([OH:27])[O-:28].[CH2:5]([CH3:6])[NH:7][CH2:8][CH3:9].[Cl-:1].[Cl-:2].[Cl-:3].[Cl:30][CH2:31][Cl:32].[Na+:29].[OH:10][CH:11]1[CH2:12][CH:13]([C:15]([O:17][CH2:16][c:18]2[cH:19][cH:20][cH:21][cH:22][cH:23]2)=[O:24])[CH2:14]1>>[CH2:5]([CH3:6])[N:7]([CH2:8][CH3:9])[C:15]([CH:13]1[CH2:12][CH:11]([OH:10])[CH2:14]1)=[O:17]. Starting materials: C[C@]12C(C([C@H](CC1)C2(C)C)=O)=O ((1S,4R)-1,7,7-trimethyl-bicyclo[2.2.1]heptane-2,3-dione), COP(OC)(=O)CC(=O)C=1C=NN(C1C)CC1=CC=CC=C1 ([2-(1-Benzyl-5-methyl-1H-pyrazol-4-yl)-2-oxo-ethyl]-phosphonic acid dimethyl ester), O.NN (hydrazine monohydrate). As a reaction SMILES: [CH3:1][C@@:2]12[C:8]([CH3:10])([CH3:9])[C@@H:5]([CH2:6][CH2:7]1)[C:4](=O)[C:3]2=O.COP([CH2:19][C:20]([C:22]1[CH:23]=[N:24][N:25]([CH2:28][C:29]2[CH:34]=[CH:33][CH:32]=[CH:31][CH:30]=2)[C:26]=1[CH3:27])=O)(=O)OC.O.[NH2:36][NH2:37]>>[CH2:28]([N:25]1[C:26]([CH3:27])=[C:22]([C:20]2[CH:19]=[C:4]3[C:3]([C@:2]4([CH3:1])[C:8]([CH3:10])([CH3:9])[C@H:5]3[CH2:6][CH2:7]4)=[N:37][N:36]=2)[CH:23]=[N:24]1)[C:29]1[CH:34]=[CH:33][CH:32]=[CH:31][CH:30]=1 |f:2.3|. Procedure: light brown amorphous solid. MS (ESI): 359.1 (MH+). Prepared from (1S,4R)-1,7,7-trimethyl-bicyclo[2.2.1]heptane-2,3-dione, [2-(1-Benzyl-5-methyl-1H-pyrazol-4-yl)-2-oxo-ethyl]-phosphonic acid dimethyl ester, hydrazine monohydrate. Yields the product C(C1=CC=CC=C1)N1N=CC(=C1C)C1=NN=C2[C@]3(CC[C@@H](C2=C1)C3(C)C)C ((1S,8R)-5-(1-Benzyl-5-methyl-1H-pyrazol-4-yl)-1,11,11-trimethyl-3,4-diaza-tricyclo[6.2.1.02,7]undeca-2,4,6-triene). Starting materials: epoxide, S1C=CC=2CNCCC21 (4,5,6,7-tetrahydro-thieno[3,2-c]pyridine), F[B-](F)(F)F.[Li+] (lithium tetrafluoroborate), C(C)#N (acetonitrile), C([C@H](O)[C@@H](O)C(=O)O)(=O)O (L-tartaric acid), C(C)O (ethanol). Procedure: Stir a solution of the example 4 epoxide (0.79 g, 0.0029 mol), 4,5,6,7-tetrahydro-thieno[3,2-c]pyridine free base (0.40 g, 0.0029 mol), lithium tetrafluoroborate (0.27 g, 0.0029 mol) and acetonitrile (50 mL) overnight at room temperature. Pour into water (300 mL) and extract with ethyl acetate. Dry (Na2SO4), filter and concentrate the organic phase, and purify the residue by flash chromatography (silica gel, elute with 3% methanol in dichloromethane) to afford a yellow oil. Dissolve the oil in e... RXN SMILES: [S:1]1[C:9]2[CH2:8][CH2:7][NH:6][CH2:5][C:4]=2[CH:3]=[CH:2]1.F[B-](F)(F)F.[Li+].[C:16](#[N:18])[CH3:17].[C:19]([OH:28])(=[O:27])[C@@H:20]([C@H:22]([C:24]([OH:26])=[O:25])[OH:23])[OH:21].[CH2:29]([OH:31])[CH3:30]>O>[C:24]([C@@H:22]([C@H:20]([C:19]([OH:28])=[O:27])[OH:21])[OH:23])([OH:26])=[O:25].[S:1]1[C:9]2[CH2:8][CH2:7][N:6]([CH2:20][C@@H:22]([OH:23])[CH2:24][O:26][C:4]3[CH:9]=[CH:8][CH:7]=[C:17]([C:16]4[C:30]5[S:1][CH:2]=[CH:3][C:29]=5[O:31][N:18]=4)[CH:5]=3)[CH2:5][C:4]=2[CH:3]=[CH:2]1 |f:1.2,7.8|. Solvent: O (water). The product is C(=O)(O)[C@H](O)[C@@H](O)C(=O)O.S1C=CC=2CN(CCC21)C[C@H](COC2=CC(=CC=C2)C2=NOC1=C2SC=C1)O ((2R)-1-(6,7-dihydro-4H-thieno[3,2-c]pyridin-5-yl)-3-(3-thieno[2,3-d]isoxazol-3-yl-phenoxy)propan-2-ol L-tartrate). The reactants are [Na+].[Cl-] (NaCl), O.NN (hydrazine monohydrate), [OH-].[K+] (potassium hydroxide), O1C(OCC1)C=1C=CC2=C(C=C(O2)C(=O)C2=CC=C(C=C2)F)C1 ((5-[1,3]-dioxolan-2-yl-benzofuran-2-yl)-(4-fluoro-phenyl)-methanone). Solvent: C(CO)O (ethylene glycol). Run at temperature 10 celsius, time 2 hour. Product: O1C(OCC1)C=1C=CC2=C(C=C(O2)CC2=CC=C(C=C2)F)C1 (5-[1,3]-dioxolan-2-yl-2-(4-fluoro-benzyl)-benzofuran). The yield is 42.9%. Reaction SMILES: [O:1]1[CH2:5][CH2:4][O:3][CH:2]1[C:6]1[CH:7]=[CH:8][C:9]2[O:13][C:12]([C:14]([C:16]3[CH:21]=[CH:20][C:19]([F:22])=[CH:18][CH:17]=3)=O)=[CH:11][C:10]=2[CH:23]=1.O.NN.[OH-].[K+].[Na+].[Cl-]>C(O)CO>[O:1]1[CH2:5][CH2:4][O:3][CH:2]1[C:6]1[CH:7]=[CH:8][C:9]2[O:13][C:12]([CH2:14][C:16]3[CH:21]=[CH:20][C:19]([F:22])=[CH:18][CH:17]=3)=[CH:11][C:10]=2[CH:23]=1 |f:1.2,3.4,5.6|. Procedure: To an ethylene glycol (5 mL) suspension of (5-[1,3]-dioxolan-2-yl-benzofuran-2-yl)-(4-fluoro-phenyl)-methanone (370 mg, 1.18 mmol) were added hydrazine monohydrate (165 mg, 2.8 mmol) and potassium hydroxide (152 mg, 2.71 mmol). After stirring this suspension for 2 hours at 10° C., this suspension was further stirred for 1 hour at 160° C. After allowing the reaction mixture to cool on standing, sat. NaCl was poured thereinto followed by extraction with ethyl acetate. The organic layer was separat... Solvent: O1CCCC1 (tetrahydrofuran). The reactants are ClC(=O)OC1=CC=CC=C1 (Phenyl chloroformate), BrC=1C=NC=C(C1)F (3-bromo-5-fluoro-pyridine), CSC (dimethyl sulphide), C1(CC1)[Mg]Br (cyclopropylmagnesiumbromide). The product is C1(=CC=CC=C1)OC(=O)N1C(=C(C(C(=C1)F)C1CC1)Br)C1=CC=CC=C1 (phenyl 3-bromo-4-cyclopropyl-5-fluoro-4H-pyridine-1-carboxylic acid phenyl ester). Procedure details: Phenyl chloroformate (4.2 mL, 0.033 mol) was added to a mixture of 3-bromo-5-fluoro-pyridine (5.5 g, 0.031 mol), dimethyl sulphide (15.32 mL, 0.209 mol) and copper iodide (5.95 g, 0.031 mol) in anhydrous tetrahydrofuran (50 mL) at RT and the reaction mixture was stirred for 40-50 min. To this suspension, cyclopropylmagnesiumbromide (66.75 mL, 0.033 mol, 0.5 M solution in tetrahydrofuran) was added at −25 to −20° C. over a 30-40 min period. The mixture was stirred at this temperature for 30 min, ... As a reaction SMILES: Cl[C:2]([O:4][C:5]1[CH:10]=[CH:9][CH:8]=[CH:7][CH:6]=1)=[O:3].[Br:11][C:12]1[CH:13]=[N:14][CH:15]=[C:16]([F:18])[CH:17]=1.CSC.[CH:22]1([Mg]Br)[CH2:24][CH2:23]1>O1CCCC1.[Cu](I)I>[C:5]1([O:4][C:2]([N:14]2[CH:15]=[C:16]([F:18])[CH:17]([CH:22]3[CH2:24][CH2:23]3)[C:12]([Br:11])=[C:13]2[C:5]2[CH:10]=[CH:9][CH:8]=[CH:7][CH:6]=2)=[O:3])[CH:10]=[CH:9][CH:8]=[CH:7][CH:6]=1. The reagents and catalysts are [Cu](I)I (copper iodide). Run at time 45 minute. Reactants: O (water), C(C)OC(CC)OCC (propionaldehyde diethyl acetal), C(#N)C1=NN(C=C1C=O)C1=C(C=C(C=C1Cl)C(F)(F)F)Cl (3-Cyano-1-(2,6-dichloro-4-trifluoromethylphenyl)-4-formylpyrazole), C(CCC)[Li] (n-butyl lithium). Run in CCOCC (ether), O1CCCC1 (tetrahydrofuran). Conditions: time 10 minute. Yields the product C(#N)C1=NN(C=C1C(C#CC(OCC)OCC)O)C1=C(C=C(C=C1Cl)C(F)(F)F)Cl (3-Cyano-1-(2,6-dichloro-4-trifluoromethylphenyl)-4-(4,4-diethoxy-1-hydroxybut-2-ynyl)pyrazole). RXN SMILES: [CH2:1]([O:3][CH:4]([O:7][CH2:8][CH3:9])[CH2:5][CH3:6])[CH3:2].C([Li])CCC.[C:15]([C:17]1[C:21]([CH:22]=[O:23])=[CH:20][N:19]([C:24]2[C:29]([Cl:30])=[CH:28][C:27]([C:31]([F:34])([F:33])[F:32])=[CH:26][C:25]=2[Cl:35])[N:18]=1)#[N:16].O>O1CCCC1.CCOCC>[C:15]([C:17]1[C:21]([CH:22]([OH:23])[C:6]#[C:5][CH:4]([O:7][CH2:8][CH3:9])[O:3][CH2:1][CH3:2])=[CH:20][N:19]([C:24]2[C:29]([Cl:30])=[CH:28][C:27]([C:31]([F:32])([F:34])[F:33])=[CH:26][C:25]=2[Cl:35])[N:18]=1)#[N:16]. Procedure details: To a solution of propionaldehyde diethyl acetal (0.0192 g) in anhydrous tetrahydrofuran (2 ml) cooled to -78° C. under an atmosphere of nitrogen was added dropwise n-butyl lithium (621 μl, 2.5M in hexanes) and the mixture was stirred for 10 minutes. 3-Cyano-1-(2,6-dichloro-4-trifluoromethylphenyl)-4-formylpyrazole (0.05 g) was added and stirring continued for 30 minutes. The reaction mixture was poured into water (5 ml) and ether (5 ml). The organic layer was separated, dried (Na2SO4) and evapor... Starting materials: C(C)OC(CC(=O)C)=O (acetoacetic acid ethyl ester), CC(C1=CC=C(C=C1)C)NN (α-methyl-4-methylbenzylhydrazine). Solvent: C(C)O (ethanol), C(C)O (ethanol). The product is CC=1NN(C(C1)=O)C(C1=CC=C(C=C1)C)C (3-methyl-1-(α,4-dimethylbenzyl)-pyrazol-5-one). RXN SMILES: C(O[C:4](=[O:9])[CH2:5][C:6]([CH3:8])=O)C.[CH3:10][CH:11]([NH:19][NH2:20])[C:12]1[CH:17]=[CH:16][C:15]([CH3:18])=[CH:14][CH:13]=1>C(O)C>[CH3:8][C:6]1[NH:20][N:19]([CH:11]([CH3:10])[C:12]2[CH:17]=[CH:16][C:15]([CH3:18])=[CH:14][CH:13]=2)[C:4](=[O:9])[CH:5]=1. Procedure details: 26 g of acetoacetic acid ethyl ester were dissolved in 20 ml of absolute ethanol. 30.0 g of α-methyl-4-methylbenzylhydrazine in a little absolute ethanol were slowly added to this solution under nitrogen. After the exothermic reaction had subsided, the mixture was heated for 2 hours under reflux. On cooling, the crude product crystallized out and was purified by recrystallization from methanol. Melting point 144°- 146°C; yield 28 g (65% of theory). As a reaction SMILES: C1(O[C:8](=[O:21])[NH:9][C:10]2[C:11]([O:19][CH3:20])=[N:12][C:13]([CH3:18])=[C:14]([CH2:16][CH3:17])[CH:15]=2)C=CC=CC=1.[CH3:22][O:23][C:24]1[CH:29]=[CH:28][CH:27]=[CH:26][C:25]=1[N:30]1[CH2:35][CH2:34][NH:33][CH2:32][CH2:31]1>>[CH2:16]([C:14]1[CH:15]=[C:10]([NH:9][C:8]([N:33]2[CH2:32][CH2:31][N:30]([C:25]3[CH:26]=[CH:27][CH:28]=[CH:29][C:24]=3[O:23][CH3:22])[CH2:35][CH2:34]2)=[O:21])[C:11]([O:19][CH3:20])=[N:12][C:13]=1[CH3:18])[CH3:17]. Yields the product C(C)C=1C=C(C(=NC1C)OC)NC(=O)N1CCN(CC1)C1=C(C=CC=C1)OC (1-[(5-ethyl-2-methoxy-6-methylpyridin-3-yl)aminocarbonyl]-4-(2-methoxyphenyl)piperazine). Yield: 69.0%. Procedure details: Phenyl-N-(5-ethyl-2-methoxy-6-methylpyridin-3-yl)carbamate and 1-(2-methoxyphenyl)piperazine were reacted by the same way with the example 1 to obtain the titled compound. The reactants are C1(=CC=CC=C1)OC(NC=1C(=NC(=C(C1)CC)C)OC)=O (Phenyl-N-(5-ethyl-2-methoxy-6-methylpyridin-3-yl)carbamate), COC1=C(C=CC=C1)N1CCNCC1 (1-(2-methoxyphenyl)piperazine). Starting materials: C(C)OC(=O)C1=CN=C(C2=CC(=C(C=C12)OC)OC)CC1=CC(=CC=C1)OC (1-(3-methoxybenzyl)-6,7-dimethoxyisoquinoline-4-carboxylic acid ethyl ester), [H-].[Al+3].[Li+].[H-].[H-].[H-] (lithium aluminum hydride). Solvent: C1CCOC1 (THF). Yields the product COC=1C=C(CC2=NC=C(C3=CC(=C(C=C23)OC)OC)CO)C=CC1 (1-(3-methoxybenzyl)-4-hydroxymethyl-6,7-dimethoxyisoquinoline). The yield is 84.5%. Reaction SMILES: C([O:3][C:4]([C:6]1[C:15]2[C:10](=[CH:11][C:12]([O:18][CH3:19])=[C:13]([O:16][CH3:17])[CH:14]=2)[C:9]([CH2:20][C:21]2[CH:26]=[CH:25][CH:24]=[C:23]([O:27][CH3:28])[CH:22]=2)=[N:8][CH:7]=1)=O)C.[H-].[Al+3].[Li+].[H-].[H-].[H-]>C1COCC1>[CH3:28][O:27][C:23]1[CH:22]=[C:21]([CH:26]=[CH:25][CH:24]=1)[CH2:20][C:9]1[C:10]2[C:15](=[CH:14][C:13]([O:16][CH3:17])=[C:12]([O:18][CH3:19])[CH:11]=2)[C:6]([CH2:4][OH:3])=[CH:7][N:8]=1 |f:1.2.3.4.5.6|. Reported procedure: The above 1-(3-methoxybenzyl)-6,7-dimethoxyisoquinoline-4-carboxylic acid ethyl ester (1.50 g, 3.94 mmol) was dissolved into 30 ml of THF. To this solution was added lithium aluminum hydride (240 mg, 6.49 mmol). The mixture was refluxed for 30 minutes and then poured into ice and extracted with methylene chloride and saturated ammonium chloride solution. The organic layer was dried with sodium sulfate and solvents were evaporated. The residue was washed with ether to give a white solid 1-(3-meth...